From a dataset of the Open Reaction Database (ORD), a public repository of structured organic reaction records. describe an organic reaction: reactants, conditions, products, and yield The reactants are COC1=C(C(=NC=C1OC)CSC1=NC2=C(N1)C=CC(=C2)OC(C(F)F)(F)F)C (2-[(4,5-dimethoxy-3-methyl-2-pyridyl)methylthio]-5-(1,1,2,2-tetrafluoroethoxy)-1H-benzimidazole), solution, ClC=1C=C(C(=O)OO)C=CC1 (m-chloroperoxybenzoic acid). The solvent is C(Cl)Cl (methylene chloride). Product: COC1=C(C(=NC=C1OC)CS(=O)C1=NC2=C(N1)C=CC(=C2)OC(C(F)F)(F)F)C (2-[(4,5-Dimethoxy-3-methyl-2-pyridyl)methylsulfinyl]-5-(1,1,2,2-tetrafluoroethoxy)-1H-benzimidazole). Reaction SMILES: [CH3:1][O:2][C:3]1[C:8]([O:9][CH3:10])=[CH:7][N:6]=[C:5]([CH2:11][S:12][C:13]2[NH:17][C:16]3[CH:18]=[CH:19][C:20]([O:22][C:23]([F:28])([F:27])[CH:24]([F:26])[F:25])=[CH:21][C:15]=3[N:14]=2)[C:4]=1[CH3:29].ClC1C=C(C=CC=1)C(OO)=[O:35]>C(Cl)Cl>[CH3:1][O:2][C:3]1[C:8]([O:9][CH3:10])=[CH:7][N:6]=[C:5]([CH2:11][S:12]([C:13]2[NH:17][C:16]3[CH:18]=[CH:19][C:20]([O:22][C:23]([F:28])([F:27])[CH:24]([F:25])[F:26])=[CH:21][C:15]=3[N:14]=2)=[O:35])[C:4]=1[CH3:29]. Procedure details: 0.8 g of a pale yellow oil is obtained by the procedure described in Example 2 by oxidation of 0.99 g of 2-[(4,5-dimethoxy-3-methyl-2-pyridyl)methylthio]-5-(1,1,2,2-tetrafluoroethoxy)-1H-benzimidazole with 12 ml of a 0.2M solution of m-chloroperoxybenzoic acid in methylene chloride at -40° C. for a reaction time of 1.5 hours. Recrystallization twice from methylene chloride/diisopropyl ether gives 0.30 g (34% of theory) of the title compound in the form of colorless crystals of m.p. 125° C. (deco... Starting materials: C1COC(=O)N1P(=O)(N2CCOC2=O)Cl (BOPCl), COC=1C=C(C=CC1N1C=NC(=C1)C)/C=C/C(=O)O ((E)-3-[3-methoxy-4-(4-methyl-1H-imidazol-1-yl)phenyl]acrylic acid), NN1C(C(CCC1)C1=CC=C(C=C1)Br)=O (1-amino-3-(4-bromophenyl)piperidin-2-one), TEA, O (Water). The solvent is CN(C)C=O (DMF), C(C)(=O)OCC (ethyl acetate). Run at time 8 hour. Yields the product BrC1=CC=C(C=C1)C1C(N(CCC1)NC(\C=C\C1=CC(=C(C=C1)N1C=NC(=C1)C)OC)=O)=O ((E)-N-[3-(4-bromophenyl)-2-oxopiperidin-1-yl]-3-[3-methoxy-4-(4-methyl-1H-imidazol-1-yl)phenyl]acrylamide). Yield: 94.1%. Reaction SMILES: C1N(P(Cl)(N2C(=O)OCC2)=O)C(=O)OC1.[CH3:16][O:17][C:18]1[CH:19]=[C:20](/[CH:30]=[CH:31]/[C:32]([OH:34])=O)[CH:21]=[CH:22][C:23]=1[N:24]1[CH:28]=[C:27]([CH3:29])[N:26]=[CH:25]1.[NH2:35][N:36]1[CH2:41][CH2:40][CH2:39][CH:38]([C:42]2[CH:47]=[CH:46][C:45]([Br:48])=[CH:44][CH:43]=2)[C:37]1=[O:49].O>CN(C=O)C.C(OCC)(=O)C>[Br:48][C:45]1[CH:44]=[CH:43][C:42]([CH:38]2[CH2:39][CH2:40][CH2:41][N:36]([NH:35][C:32](=[O:34])/[CH:31]=[CH:30]/[C:20]3[CH:21]=[CH:22][C:23]([N:24]4[CH:28]=[C:27]([CH3:29])[N:26]=[CH:25]4)=[C:18]([O:17][CH3:16])[CH:19]=3)[C:37]2=[O:49])=[CH:47][CH:46]=1. Reported procedure: BOPCl (1.18 g) was added to a suspension of (E)-3-[3-methoxy-4-(4-methyl-1H-imidazol-1-yl)phenyl]acrylic acid (800 mg), 1-amino-3-(4-bromophenyl)piperidin-2-one (898 mg) and TEA (0.9 mL) in DMF (20 mL), and the reaction solution was stirred at room temperature overnight. Water and ethyl acetate were added to the reaction mixture and the organic layer was separated. The resulting organic layer was washed with saturated aqueous sodium chloride, dried over anhydrous magnesium sulfate and then conce... Reactants: NCCc1ccccc1, CN1CCOCC1, CCOC(C)=O, CCOC(=O)C(CC1CCCCC1)C(=O)Cl. The product is CCOC(=O)C(CC1CCCCC1)C(=O)NCCc1ccccc1. As a reaction SMILES: [CH2:17]([CH2:18][c:19]1[cH:20][cH:21][cH:22][cH:23][cH:24]1)[NH2:25].[CH3:26][N:27]1[CH2:28][CH2:29][O:30][CH2:31][CH2:32]1.[CH3:33][CH2:34][O:35][C:36](=[O:37])[CH3:38].[Cl:1][C:2](=[O:3])[CH:4]([C:5](=[O:6])[O:7][CH2:8][CH3:9])[CH2:10][CH:11]1[CH2:12][CH2:13][CH2:14][CH2:15][CH2:16]1>>[C:2](=[O:3])([CH:4]([C:5](=[O:6])[O:7][CH2:8][CH3:9])[CH2:10][CH:11]1[CH2:12][CH2:13][CH2:14][CH2:15][CH2:16]1)[NH:25][CH2:17][CH2:18][c:19]1[cH:20][cH:21][cH:22][cH:23][cH:24]1. Reactants: BrCc1ccccc1, [K+], [K+], O=C([O-])[O-], CN(C)C=O, O, O=Cc1cccc(-c2ccccc2)c1O. The product is O=Cc1cccc(-c2ccccc2)c1OCc1ccccc1. As a reaction SMILES: [Br:22][CH2:23][c:24]1[cH:25][cH:26][cH:27][cH:28][cH:29]1.[K+:1].[K+:2].[O-:3][C:4]([O-:5])=[O:6].[O:31]=[CH:32][N:33]([CH3:34])[CH3:35].[OH2:30].[OH:7][c:8]1[c:9](-[c:16]2[cH:17][cH:18][cH:19][cH:20][cH:21]2)[cH:10][cH:11][cH:12][c:13]1[CH:14]=[O:15]>>[O:7]([c:8]1[c:9](-[c:16]2[cH:17][cH:18][cH:19][cH:20][cH:21]2)[cH:10][cH:11][cH:12][c:13]1[CH:14]=[O:15])[CH2:23][c:24]1[cH:25][cH:26][cH:27][cH:28][cH:29]1. The reactants are P12(=S)SP3(=S)SP(=S)(S1)SP(=S)(S2)S3 (phosphorus pentasulfide), S1(NC(C=2C1=CSC2)=O)(=O)=O (thieno[3,4-d]isothiazol-3(2H)-one1,1-dioxide), O (water). Solvent: N1=CC=CC=C1 (pyridine). Run at temperature 80 celsius, time 25 minute. The product is S1(NC(C=2C1=CSC2)=S)(=O)=O (Thieno[3,4-d]Isothiazol-3(2H)-Thione 1,1-Dioxide). Isolated yield 40.0%. RXN SMILES: [S:1]1(=[O:11])(=[O:10])[C:5]2=[CH:6][S:7][CH:8]=[C:4]2[C:3](=O)[NH:2]1.P12(SP3(SP(SP(S3)(S1)=S)(=S)S2)=S)=[S:13].O>N1C=CC=CC=1>[S:1]1(=[O:11])(=[O:10])[C:5]2=[CH:6][S:7][CH:8]=[C:4]2[C:3](=[S:13])[NH:2]1. Reported procedure: To a mixture of 5.6 g (0.03 mole) of thieno[3,4-d]isothiazol-3(2H)-one1,1-dioxide in 50 ml of dry pyridine is added 5.6 g (0.016 mole) of phosphorus pentasulfide portionwise over 3 minutes. The viscous mixture is slowly heated in an oil bath under an atmosphere of nitrogen. The temperature of the oil bath is slowly increased to 80° C. after 30 minutes. The temperature of the oil bath is then kept at 80° C. for 25 minutes, the internal temperature reading 63° C. The solution is cooled to 50° C. a... Procedure details: A mixture of ethyl 2-(2-propanesulfonylamino-1,3-thiazol-4-yl)glyoxylate, which can be represented as ethyl 2-(2-propanesulfonylimino-2,3-dihydro-1,3-thiazol-4-yl)glyoxylate, (12.0 g.) and 1 N sodium hydroxide aqueous solution (93 ml.) was stirred for 1 hour under ice-cooling. After the reaction, to the reaction mixture was added 1 N hydrochloric acid (95 ml.) and the mixture was extracted with ethyl acetate under saturation with sodium chloride. The extract was washed with a saturated aqueous s... Yields the product C(CC)S(=O)(=O)NC=1SC=C(N1)C(C(=O)O)=O (2-(2-propanesulfonylamino-1,3-thiazol-4-yl)glyoxylic acid). Reactants: C(CC)S(=O)(=O)NC=1SC=C(N1)C(C(=O)OCC)=O (ethyl 2-(2-propanesulfonylamino-1,3-thiazol-4-yl)glyoxylate), Cl (hydrochloric acid), C(CC)S(=O)(=O)N=C1SC=C(N1)C(C(=O)OCC)=O (ethyl 2-(2-propanesulfonylimino-2,3-dihydro-1,3-thiazol-4-yl)glyoxylate), [OH-].[Na+] (sodium hydroxide). Reaction SMILES: [CH2:1]([S:4]([NH:7][C:8]1[S:9][CH:10]=[C:11]([C:13](=[O:19])[C:14]([O:16]CC)=[O:15])[N:12]=1)(=[O:6])=[O:5])[CH2:2][CH3:3].[OH-].[Na+].Cl>>[CH2:1]([S:4]([NH:7][C:8]1[S:9][CH:10]=[C:11]([C:13](=[O:19])[C:14]([OH:16])=[O:15])[N:12]=1)(=[O:6])=[O:5])[CH2:2][CH3:3] |f:1.2|. Reaction conditions: time 1 hour. Reactants: NC1=CC=C(OC2=CC=NC3=CC(=CC=C23)OCCO)C=C1 (2-((4-(4-aminophenoxy)quinolin-7-yl)oxy)ethanol), CN1N(C(C(=C1C)C(=O)O)=O)C1=CC=CC=C1 (1,5-dimethyl-3-oxo-2-phenyl-2,3-dihydro-1H-pyrazole-4-carb oxylic acid), C1=CC2=C(N=C1)N(N=N2)O (HOAT), CCN=C=NCCCN(C)C (EDCI). Solvent: C(Cl)Cl (DCM), O (water). Conditions: time 8 hour. The product is OCCOC1=CC=C2C(=CC=NC2=C1)OC1=CC=C(C=C1)NC(=O)C=1C(N(N(C1C)C)C1=CC=CC=C1)=O (N-(4-((7-(2-hydroxyethoxy)quinolin-4-yl)oxy)phenyl)-1,5-dimethyl-3-oxo-2-phenyl-2,3-dihydro-1H-pyrazole-4-carboxamide). The yield is 70.5%. RXN SMILES: [NH2:1][C:2]1[CH:22]=[CH:21][C:5]([O:6][C:7]2[C:16]3[C:11](=[CH:12][C:13]([O:17][CH2:18][CH2:19][OH:20])=[CH:14][CH:15]=3)[N:10]=[CH:9][CH:8]=2)=[CH:4][CH:3]=1.[CH3:23][N:24]1[C:28]([CH3:29])=[C:27]([C:30](O)=[O:31])[C:26](=[O:33])[N:25]1[C:34]1[CH:39]=[CH:38][CH:37]=[CH:36][CH:35]=1.C1C=NC2N(O)N=NC=2C=1.CCN=C=NCCCN(C)C>C(Cl)Cl.O>[OH:20][CH2:19][CH2:18][O:17][C:13]1[CH:12]=[C:11]2[C:16]([C:7]([O:6][C:5]3[CH:4]=[CH:3][C:2]([NH:1][C:30]([C:27]4[C:26](=[O:33])[N:25]([C:34]5[CH:35]=[CH:36][CH:37]=[CH:38][CH:39]=5)[N:24]([CH3:23])[C:28]=4[CH3:29])=[O:31])=[CH:22][CH:21]=3)=[CH:8][CH:9]=[N:10]2)=[CH:15][CH:14]=1. Procedure: To a solution of 2-((4-(4-aminophenoxy)quinolin-7-yl)oxy)ethanol (0.14 g, 0.5 mmol), 1,5-dimethyl-3-oxo-2-phenyl-2,3-dihydro-1H-pyrazole-4-carb oxylic acid (0.11 g, 0.51 mmol) in DCM (1.5 mL) was added HOAT (0.014 g, 0.1 mmol), and EDCI (0.11 g, 0.6 mmol). The reaction was refluxed for 3 hours. The cooled mixture was diluted with water (30 mL) and filtered. The solid was collected and stirred in a mixture of EtOAc (3 mL) and water (3 mL) overnight. The solid was collected by filtration and dried...